From a dataset of the Open Reaction Database (ORD), a public repository of structured organic reaction records. describe an organic reaction: reactants, conditions, products, and yield Starting materials: BrC=1C(=C2C(=NC1)NC(=N2)C2=CC=C(C=C2)N(C)C)N2CCN(CC2)C(=O)NC2=CC=CC=C2 (4-(6-bromo-2-(4-(dimethylamino)phenyl)-3H-imidazo[4,5-b]pyridin-7-yl)-N-phenylpiperazine-1-carboxamide), CN(C)C1=CC=C(C=O)C=C1 (4-(N,N-dimethylamino)benzaldehyde), NC1=NC=C(C(=C1[N+](=O)[O-])N1CCN(CC1)CCNC(=O)NC1=CC=CC=C1)Br (1-(2-(4-(2-amino-5-bromo-3-nitropyridin-4-yl)piperazin-1-yl)ethyl)-3-phenylurea), [O-]S(=O)S(=O)[O-].[Na+].[Na+] (Na2S2O4). The solvent is CN(C)C=O (DMF). Product: BrC=1C(=C2C(=NC1)NC(=N2)C2=CC=C(C=C2)N(C)C)N2CCN(CC2)CCNC(=O)NC2=CC=CC=C2 (1-(2-(4-(6-Bromo-2-(4-(dimethylamino)phenyl)-3H-imidazo[4,5-b]pyridin-7-yl)piperazin-1-yl)ethyl)-3-phenylurea). As a reaction SMILES: [Br:1][C:2]1[C:3]([N:20]2[CH2:25][CH2:24][N:23](C(NC3C=CC=CC=3)=O)[CH2:22][CH2:21]2)=[C:4]2[N:10]=[C:9]([C:11]3[CH:16]=[CH:15][C:14]([N:17]([CH3:19])[CH3:18])=[CH:13][CH:12]=3)[NH:8][C:5]2=[N:6][CH:7]=1.NC1C([N+]([O-])=O)=C(N2CCN([CH2:51][CH2:52][NH:53][C:54]([NH:56][C:57]3[CH:62]=[CH:61][CH:60]=[CH:59][CH:58]=3)=[O:55])CC2)C(Br)=CN=1.[O-]S(S([O-])=O)=O.[Na+].[Na+].CN(C1C=CC(C=O)=CC=1)C>CN(C=O)C>[Br:1][C:2]1[C:3]([N:20]2[CH2:25][CH2:24][N:23]([CH2:51][CH2:52][NH:53][C:54]([NH:56][C:57]3[CH:62]=[CH:61][CH:60]=[CH:59][CH:58]=3)=[O:55])[CH2:22][CH2:21]2)=[C:4]2[N:10]=[C:9]([C:11]3[CH:16]=[CH:15][C:14]([N:17]([CH3:19])[CH3:18])=[CH:13][CH:12]=3)[NH:8][C:5]2=[N:6][CH:7]=1 |f:2.3.4|. Procedure details: This was prepared using the same procedure as for 4-(6-bromo-2-(4-(dimethylamino)phenyl)-3H-imidazo[4,5-b]pyridin-7-yl)-N-phenylpiperazine-1-carboxamide, but here using 1-(2-(4-(2-amino-5-bromo-3-nitropyridin-4-yl)piperazin-1-yl)ethyl)-3-phenylurea (100 mg, 0.22 mmol), DMF (1.25 mL), 1M Na2S2O4 (3 eq, 0.66 mmol, 0.66 mL) and 4-(N,N-dimethylamino)benzaldehyde (1.05 eq, 0.23 mmol, 34 mg). After filtration, a small sample of the solid product was further purified by semi-preparative hplc to give th... The reactants are N1C=CC2=CC(=CC=C12)C1=NC(=NS1)NCC1=CC=C(C=C1)OC (5-(1H-indol-5-yl)-N-(4-methoxybenzyl)-1,2,4-thiadiazol-3-amine), [OH-].[K+] (KOH), S([O-])(O)=O.[Na+] (sodium bisulphite), II (I2). The solvent is CN(C)C=O (DMF). Reaction conditions: time 1 hour. Product: IC1=CNC2=CC=C(C=C12)C1=NC(=NS1)NCC1=CC=C(C=C1)OC (5-(3-iodo-1H-indol-5-yl)-N-(4-methoxybenzyl)-1,2,4-thiadiazol-3-amine). Isolated yield 87.0%. RXN SMILES: [NH:1]1[C:9]2[C:4](=[CH:5][C:6]([C:10]3[S:14][N:13]=[C:12]([NH:15][CH2:16][C:17]4[CH:22]=[CH:21][C:20]([O:23][CH3:24])=[CH:19][CH:18]=4)[N:11]=3)=[CH:7][CH:8]=2)[CH:3]=[CH:2]1.[OH-].[K+].[I:27]I.S(=O)(O)[O-].[Na+]>CN(C=O)C>[I:27][C:3]1[C:4]2[C:9](=[CH:8][CH:7]=[C:6]([C:10]3[S:14][N:13]=[C:12]([NH:15][CH2:16][C:17]4[CH:22]=[CH:21][C:20]([O:23][CH3:24])=[CH:19][CH:18]=4)[N:11]=3)[CH:5]=2)[NH:1][CH:2]=1 |f:1.2,4.5|. Reported procedure: To a solution of 5-(1H-indol-5-yl)-N-(4-methoxybenzyl)-1,2,4-thiadiazol-3-amine (0.67 g, 1.99 mmol) in DMF (7 mL) was added KOH pellets (0.325 g, 5.95 mmol) followed by I2 (1 g, 3.98 mmol) in portions at 0° C. The reaction was stirred for 1 h at RT. 10% aq sodium bisulphite solution was added to the mixture and solid precipitate was obtained. The suspension was filtered and washed with H2O (2×20 mL) and dried under vacuum to give 5-(3-iodo-1H-indol-5-yl)-N-(4-methoxybenzyl)-1,2,4-thiadiazol-3-am... The product is OC1CCN(CC2(c3ccc(OCCCN4CCCC4)cc3)CCOCC2)CC1. Reaction SMILES: [CH3:31][CH:32]([CH3:33])[O-:34].[CH3:36][CH:37]([CH3:38])[O-:39].[CH3:40][CH:41]([CH3:42])[O-:43].[CH3:44][CH:45]([CH3:46])[O-:47].[CH3:48][CH2:49][OH:50].[N:1]1([CH2:6][CH2:7][CH2:8][O:9][c:10]2[cH:11][cH:12][c:13]([C:16]3([CH:22]=[O:23])[CH2:17][CH2:18][O:19][CH2:20][CH2:21]3)[cH:14][cH:15]2)[CH2:2][CH2:3][CH2:4][CH2:5]1.[OH:24][CH:25]1[CH2:26][CH2:27][NH:28][CH2:29][CH2:30]1.[Ti+4:35]>>[N:1]1([CH2:6][CH2:7][CH2:8][O:9][c:10]2[cH:11][cH:12][c:13]([C:16]3([CH2:22][N:28]4[CH2:27][CH2:26][CH:25]([OH:24])[CH2:30][CH2:29]4)[CH2:17][CH2:18][O:19][CH2:20][CH2:21]3)[cH:14][cH:15]2)[CH2:2][CH2:3][CH2:4][CH2:5]1. Starting materials: CC(C)[O-], CC(C)[O-], CC(C)[O-], CC(C)[O-], CCO, O=CC1(c2ccc(OCCCN3CCCC3)cc2)CCOCC1, OC1CCNCC1, [Ti+4].